From a dataset of the Open Reaction Database (ORD), a public repository of structured organic reaction records. describe an organic reaction: reactants, conditions, products, and yield Starting materials: N1=C(C=CC2=CC=CC=C12)COC=1C=C(OCC2=C(OC(C(=O)OCC)C)C=CC=C2)C=CC1 (ethyl 2-(2-(3-((quinolin-2-yl)methyloxy)phenoxymethyl)phenoxy)propionate), [OH-].[Na+] (NaOH), Cl (HCl). Solvent: CCO (EtOH). Run at time 1 hour. Yields the product N1=C(C=CC2=CC=CC=C12)COC=1C=C(OCC2=C(OC(C(=O)O)C)C=CC=C2)C=CC1 (2-(2-(3-((quinolin-2-yl)methyloxy)phenoxymethyl)phenoxy)propionic acid). RXN SMILES: [N:1]1[C:10]2[C:5](=[CH:6][CH:7]=[CH:8][CH:9]=2)[CH:4]=[CH:3][C:2]=1[CH2:11][O:12][C:13]1[CH:14]=[C:15]([CH:32]=[CH:33][CH:34]=1)[O:16][CH2:17][C:18]1[CH:31]=[CH:30][CH:29]=[CH:28][C:19]=1[O:20][CH:21]([CH3:27])[C:22]([O:24]CC)=[O:23].[OH-].[Na+].Cl>CCO>[N:1]1[C:10]2[C:5](=[CH:6][CH:7]=[CH:8][CH:9]=2)[CH:4]=[CH:3][C:2]=1[CH2:11][O:12][C:13]1[CH:14]=[C:15]([CH:32]=[CH:33][CH:34]=1)[O:16][CH2:17][C:18]1[CH:31]=[CH:30][CH:29]=[CH:28][C:19]=1[O:20][CH:21]([CH3:27])[C:22]([OH:24])=[O:23] |f:1.2|. Procedure details: To a solution of (2.65 mmol) of the ester from step C in 25 ml of EtOH is added 10 ml (10.0 mmol, 3.75 equiv) of 1N NaOH. The mixture is stirred for 1 hour at room temperature which time the mixture is acidified to pH~4 using 1N HCl. A precipitate forms which is filtered off and recrystallized from hot MeOH-Et2O to afford 2-(2-(3-((quinolin-2-yl)methyloxy)phenoxymethyl)phenoxy)propionic acid. Reactants: C1CCOC1, CN(C)S(=O)(=O)Cl, COC(=O)c1cc[nH]n1, [H-], [Na+], O. The product is COC(=O)c1ccn(S(=O)(=O)N(C)C)n1. RXN SMILES: [CH2:19]1[O:20][CH2:21][CH2:22][CH2:23]1.[CH3:12][N:13]([S:14](=[O:15])(=[O:16])[Cl:17])[CH3:18].[CH3:3][O:4][C:5](=[O:6])[c:7]1[n:8][nH:9][cH:10][cH:11]1.[H-:1].[Na+:2].[OH2:24]>>[CH3:3][O:4][C:5](=[O:6])[c:7]1[n:8][n:9]([S:14]([N:13]([CH3:12])[CH3:18])(=[O:15])=[O:16])[cH:10][cH:11]1.